Dataset: the Open Reaction Database (ORD), a public repository of structured organic reaction records. Task: describe an organic reaction: reactants, conditions, products, and yield Starting materials: CCO, Cn1nc(-c2c(F)cccc2Cl)nc1Cc1ccc(Cl)cc1, O. Yields the product Cn1nc(-c2c(F)cccc2Cl)nc1C(O)c1ccc(Cl)cc1. As a reaction SMILES: [CH2:24]([OH:25])[CH3:26].[Cl:1][c:2]1[cH:3][cH:4][c:5]([CH2:6][c:7]2[n:8][c:9](-[c:13]3[c:14]([Cl:20])[cH:15][cH:16][cH:17][c:18]3[F:19])[n:10][n:11]2[CH3:12])[cH:21][cH:22]1.[OH2:23]>>[Cl:1][c:2]1[cH:3][cH:4][c:5]([CH:6]([c:7]2[n:8][c:9](-[c:13]3[c:14]([Cl:20])[cH:15][cH:16][cH:17][c:18]3[F:19])[n:10][n:11]2[CH3:12])[OH:23])[cH:21][cH:22]1. Reactants: CN(C(OC(C)(C)C)=O)CC1=CNC(=C1)C1=CC=CC=C1 (tert-butyl methyl[(5-phenyl-1H-pyrrol-3-yl)methyl]carbamate), [H-].[Na+] (sodium hydride), C(CCC)S(=O)(=O)Cl (butane-1-sulfonyl chloride). Product: C(CCC)S(=O)(=O)N1C=C(C=C1C1=CC=CC=C1)CNC (1-[1-(Butylsulfonyl)-5-phenyl-1H-pyrrol-3-yl]-N-methylmethanamine). Isolated yield 24.0%. Reaction SMILES: C[N:2]([CH2:10][C:11]1[CH:15]=[C:14]([C:16]2[CH:21]=[CH:20][CH:19]=[CH:18][CH:17]=2)[NH:13][CH:12]=1)[C:3](=O)OC(C)(C)C.[H-].[Na+].[CH2:24]([S:28](Cl)(=[O:30])=[O:29])[CH2:25][CH2:26][CH3:27]>>[CH2:24]([S:28]([N:13]1[C:14]([C:16]2[CH:17]=[CH:18][CH:19]=[CH:20][CH:21]=2)=[CH:15][C:11]([CH2:10][NH:2][CH3:3])=[CH:12]1)(=[O:30])=[O:29])[CH2:25][CH2:26][CH3:27] |f:1.2|. Procedure: Using tert-butyl methyl[(5-phenyl-1H-pyrrol-3-yl)methyl]carbamate (70 mg), sodium hydride (60% in oil, 98 mg) and butane-1-sulfonyl chloride (230 mg), a procedure as in Example 38 was performed to give the title compound as pale-purplish red crystals (yield 18 mg, 21%).